This data is from the Open Reaction Database (ORD), a public repository of structured organic reaction records. The task is: describe an organic reaction: reactants, conditions, products, and yield The product is ClC1=C(C=CC(=C1)C(=O)N1CCN(CC1)C1=NC=C(C=C1C)C)N1C(OC[C@H]1C)=O ((R)-3-{2-chloro-4-[4-(3,5-dimethylpyridin-2-yl)piperazine-1-carbonyl]phenyl}-4-methyloxazolidin-2-one). RXN SMILES: Br[C:2]1[CH:7]=[CH:6][C:5]([C:8]([N:10]2[CH2:15][CH2:14][N:13]([C:16]3[C:21]([CH3:22])=[CH:20][C:19]([CH3:23])=[CH:18][N:17]=3)[CH2:12][CH2:11]2)=[O:9])=[CH:4][C:3]=1[Cl:24].[CH3:25][C@@H:26]1[CH2:30][O:29][C:28](=[O:31])[NH:27]1>>[Cl:24][C:3]1[CH:4]=[C:5]([C:8]([N:10]2[CH2:15][CH2:14][N:13]([C:16]3[C:21]([CH3:22])=[CH:20][C:19]([CH3:23])=[CH:18][N:17]=3)[CH2:12][CH2:11]2)=[O:9])[CH:6]=[CH:7][C:2]=1[N:27]1[C@H:26]([CH3:25])[CH2:30][O:29][C:28]1=[O:31]. Yield: 16.1%. The reactants are BrC1=C(C=C(C=C1)C(=O)N1CCN(CC1)C1=NC=C(C=C1C)C)Cl ((4-bromo-3-chlorophenyl)[4-(3,5-dimethylpyridin-2-yl)piperazin-1-yl]methanone), C[C@H]1NC(OC1)=O ((R)-4-methyloxazolidin-2-one). Procedure: By reaction and treatment in the same manner as in Example 1 and using (4-bromo-3-chlorophenyl)[4-(3,5-dimethylpyridin-2-yl)piperazin-1-yl]methanone (1.7 g) described in Preparation Example 70 and (R)-4-methyloxazolidin-2-one (607 mg) described in Preparation Example 25, the title compound (288 mg) was obtained.